This data is from the Open Reaction Database (ORD), a public repository of structured organic reaction records. The task is: describe an organic reaction: reactants, conditions, products, and yield The reactants are CC(C)(C)NS(=O)(=O)c1cncc(Br)c1, Cn1ccnc1. The reagents and catalysts are CC(C)(C)c1ccc(-c2ccc(C(C)(C)C)cc2)cc1 (4,4'-di-tert-butylbiphenyl), CC(C)(C)C(=O)[O-].[K+] (KOPiv), Cl[Pd]CC=C.C=CC[Pd]Cl ([Pd(allyl)Cl]2), CN(C)c1ccc(P(C2CCCCC2)C2CCCCC2)cc1 (A-caPhos). The solvent is CC(=O)N(C)C (DMA), CC(=O)N(C)C (DMA), CC(=O)N(C)C (DMA). Run at temperature 120 celsius, time 24 hour. Product: Cn1cncc1-c1cncc(S(=O)(=O)NC(C)(C)C)c1. The yield is 26.1%. The reactants are CC(=O)[O-], CC(=O)[O-], OB(O)c1ccc(F)cc1, COC(=O)c1ccc(I)cc1, [K+], [K+], O=C([O-])[O-], CN(C)C=O, [Pd+2]. Yields the product COC(=O)c1ccc(-c2ccc(F)cc2)cc1. As a reaction SMILES: [C:33]([O-:34])(=[O:35])[CH3:36].[C:38]([O-:39])(=[O:40])[CH3:41].[F:12][c:13]1[cH:14][cH:15][c:16]([B:19]([OH:20])[OH:21])[cH:17][cH:18]1.[I:1][c:2]1[cH:3][cH:4][c:5]([C:6](=[O:7])[O:8][CH3:9])[cH:10][cH:11]1.[K+:22].[K+:23].[O-:24][C:25]([O-:26])=[O:27].[O:28]=[CH:29][N:30]([CH3:31])[CH3:32].[Pd+2:37]>>[c:2]1(-[c:16]2[cH:15][cH:14][c:13]([F:12])[cH:18][cH:17]2)[cH:3][cH:4][c:5]([C:6](=[O:7])[O:8][CH3:9])[cH:10][cH:11]1. The reactants are C(C)(=O)OC (methyl acetate), COCCOC (DME), CC=1C=C(C(=O)OC)C=C(C1)C (methyl 3,5-dimethylbenzoate), [H-].[Na+] (NaH), COCCOC (DME), COCCOC (DME). Yields the product CC=1C=C(C=C(C1)C)CC(CC(=O)OC)=O (methyl 4-(3′,5′-dimethylphenyl)acetoacetate). The yield is 50.0%. Reaction SMILES: [CH3:1][C:2]1[CH:3]=[C:4]([CH:9]=[C:10]([CH3:12])[CH:11]=1)[C:5](OC)=O.[H-].[Na+].[C:15]([O:18][CH3:19])(=[O:17])[CH3:16].[CH3:20][O:21]CCOC>>[CH3:12][C:10]1[CH:9]=[C:4]([CH2:5][C:20](=[O:21])[CH2:16][C:15]([O:18][CH3:19])=[O:17])[CH:3]=[C:2]([CH3:1])[CH:11]=1 |f:1.2|. Procedure details: A solution of methyl 3,5-dimethylbenzoate (50 g; 300 mmol) in DME (80 ml) was added to a suspension of NaH (26.8 g; 60% in oil; 670 mmol) in DME (80 ml) under argon. The mixture was heated to reflux and a solution of methyl acetate (45 g; 610 mmol) in DME (40 ml) added dropwise. The mixture was heated for a further 4 h under reflux. The mixture was cooled and the excess of NaH destroyed by the dropwise addition of MeOH (40 ml). The mixture was poured into dilute HCl (2N), extracted with Et2O and... Reactants: NCCCCCCCCCCCCCCCCCCCCCCCC(=O)O (24-Aminotetracosanoic acid), C1CCC2=NCCCN2CC1 (DBU), NCCCCCCCCCCCCCCCCCCCCCCCC(=O)O (24-Aminotetracosanoic acid), amino acid, C(C1=CC=CC=C1)OC(=O)Cl (benzylchloroformate), methyl ester. Run in CO (methanol). Run at time 1 hour. Product: C(C1=CC=CC=C1)OC(=O)NCCCCCCCCCCCCCCCCCCCCCCCC(=O)O (24-(Benzyloxycarbonylamino)tetracosanoic acid). Isolated yield 87.0%. As a reaction SMILES: [NH2:1][CH2:2][CH2:3][CH2:4][CH2:5][CH2:6][CH2:7][CH2:8][CH2:9][CH2:10][CH2:11][CH2:12][CH2:13][CH2:14][CH2:15][CH2:16][CH2:17][CH2:18][CH2:19][CH2:20][CH2:21][CH2:22][CH2:23][CH2:24][C:25]([OH:27])=[O:26].C1CCN2C(=NCCC2)CC1.[CH2:39]([O:46][C:47](Cl)=[O:48])[C:40]1[CH:45]=[CH:44][CH:43]=[CH:42][CH:41]=1>CO>[CH2:39]([O:46][C:47]([NH:1][CH2:2][CH2:3][CH2:4][CH2:5][CH2:6][CH2:7][CH2:8][CH2:9][CH2:10][CH2:11][CH2:12][CH2:13][CH2:14][CH2:15][CH2:16][CH2:17][CH2:18][CH2:19][CH2:20][CH2:21][CH2:22][CH2:23][CH2:24][C:25]([OH:27])=[O:26])=[O:48])[C:40]1[CH:45]=[CH:44][CH:43]=[CH:42][CH:41]=1. Procedure: To D6 (0.500 g, 1.30 mmol) and DBU (794 mg, 5.21 mmol) in refluxing methanol (100 ml) was added neat benzylchloroformate and the reaction refluxed for 3 hours until complete conversion of D6 to either the protected amino acid D19 or its methyl ester was observed. The solvent was removed and the residues taken up into dioxane (60 ml) and water (2 ml) and lithium hydroxide (1 g) added. The reaction was then refluxed for 2 hours until hydrolysis of the methyl ester derivative to D19 was complete. T... The reactants are N1(CCNCC1)C=1C=CC=2N(N1)C(=NN2)C(F)(F)F (6-(piperazin-1-yl)-3-(trifluoromethyl)-[1,2,4]triazolo[4,3-b]pyridazine), C(C)C1=CC=C(C=O)C=C1 (4-ethylbenzaldehyde). The product is C(C)C1=CC=C(C=C1)CN1CCN(CC1)C=1C=CC=2N(N1)C(=NN2)C(F)(F)F (6-[4-[(4-ethylphenyl)methyl]piperazin-1-yl]-3-(trifluoromethyl)-[1,2,4]triazolo[4,3-b]pyridazine). RXN SMILES: [N:1]1([C:7]2[CH:8]=[CH:9][C:10]3[N:11]([C:13]([C:16]([F:19])([F:18])[F:17])=[N:14][N:15]=3)[N:12]=2)[CH2:6][CH2:5][NH:4][CH2:3][CH2:2]1.[CH2:20]([C:22]1[CH:29]=[CH:28][C:25]([CH:26]=O)=[CH:24][CH:23]=1)[CH3:21]>>[CH2:20]([C:22]1[CH:29]=[CH:28][C:25]([CH2:26][N:4]2[CH2:3][CH2:2][N:1]([C:7]3[CH:8]=[CH:9][C:10]4[N:11]([C:13]([C:16]([F:17])([F:18])[F:19])=[N:14][N:15]=4)[N:12]=3)[CH2:6][CH2:5]2)=[CH:24][CH:23]=1)[CH3:21]. Procedure details: Reductive amination of 6-(piperazin-1-yl)-3-(trifluoromethyl)-[1,2,4]triazolo[4,3-b]pyridazine with 4-ethylbenzaldehyde was carried out according to General Synthetic Method 7. The crude product was purified by hplc using a Waters XBridge Prep C18 OBD column, 5μ silica, 30 mm diameter, 100 mm length eluted with decreasingly polar mixtures of water (containing 0.1% aqueous ammonia) and acetonitrile as eluents to give 6-[4-[(4-ethylphenyl)methyl]piperazin-1-yl]-3-(trifluoromethyl)-[1,2,4]triazolo[... Starting materials: CC(=O)Oc1cccc(I)c1OC(C)=O, CCC1(CO)COC1, CC1(C)CCCC(C)(C)N1O, [Na+], [OH-]. Product: CCC1(C(=O)O)COC1. RXN SMILES: [C:9]([O:10][c:12]1[c:13]([O:14][C:15](=[O:16])[CH3:17])[c:18]([I:19])[cH:20][cH:21][cH:22]1)(=[O:11])[CH3:23].[CH2:1]([CH3:2])[C:3]1([CH2:7][OH:8])[CH2:4][O:5][CH2:6]1.[CH3:24][C:25]1([CH3:34])[N:26]([O:27])[C:28]([CH3:29])([CH3:30])[CH2:31][CH2:32][CH2:33]1.[Na+:36].[OH-:35]>>[CH2:1]([CH3:2])[C:3]1([C:7](=[O:8])[OH:11])[CH2:4][O:5][CH2:6]1. The reactants are C1(=CC=CC=C1)P(C1=CC=CC=2C(C3=CC=CC(=C3OC12)P(C1=CC=CC=C1)C1=CC=CC=C1)(C)C)C1=CC=CC=C1 (4,5-bis(diphenylphosphino)-9,9-dimethylxanthene), C([O-])([O-])=O.[Cs+].[Cs+] (cesium carbonate), BrC1=CC(=C(C#N)C=C1)Cl (4-bromo-2-chlorobenzonitrile), O[C@]1(CC(N[C@H]1C)=O)C ((4S,5S)-4-hydroxy-4,5-dimethylpyrrolidin-2-one). Reagents/catalysts: C=1C=CC(=CC1)/C=C/C(=O)/C=C/C2=CC=CC=C2.C=1C=CC(=CC1)/C=C/C(=O)/C=C/C2=CC=CC=C2.C=1C=CC(=CC1)/C=C/C(=O)/C=C/C2=CC=CC=C2.[Pd].[Pd] (tris(dibenzylideneacetone)dipalladium(0)). Yields the product ClC1=C(C#N)C=CC(=C1)N1[C@H]([C@@](CC1=O)(C)O)C (2-chloro-4-[(2S,3S)-3-hydroxy-2,3-dimethyl-5-oxopyrrolidin-1-yl]benzonitrile), solid. Isolated yield 60.0%. As a reaction SMILES: Br[C:2]1[CH:9]=[CH:8][C:5]([C:6]#[N:7])=[C:4]([Cl:10])[CH:3]=1.[OH:11][C@:12]1([CH3:19])[C@H:16]([CH3:17])[NH:15][C:14](=[O:18])[CH2:13]1.C1(P(C2C=CC=CC=2)C2C3OC4C(=CC=CC=4P(C4C=CC=CC=4)C4C=CC=CC=4)C(C)(C)C=3C=CC=2)C=CC=CC=1.C(=O)([O-])[O-].[Cs+].[Cs+]>C1C=CC(/C=C/C(/C=C/C2C=CC=CC=2)=O)=CC=1.C1C=CC(/C=C/C(/C=C/C2C=CC=CC=2)=O)=CC=1.C1C=CC(/C=C/C(/C=C/C2C=CC=CC=2)=O)=CC=1.[Pd].[Pd]>[Cl:10][C:4]1[CH:3]=[C:2]([N:15]2[C:14](=[O:18])[CH2:13][C@@:12]([OH:11])([CH3:19])[C@@H:16]2[CH3:17])[CH:9]=[CH:8][C:5]=1[C:6]#[N:7] |f:3.4.5,6.7.8.9.10|. Procedure details: Using 4-bromo-2-chlorobenzonitrile (615 mg), (4S,5S)-4-hydroxy-4,5-dimethylpyrrolidin-2-one (423 mg), 4,5-bis(diphenylphosphino)-9,9-dimethylxanthene (241 mg), tris(dibenzylideneacetone)dipalladium(0) (125 mg) and cesium carbonate (1.31 g), and in the same manner as in Reference Example 18, the title compound was obtained as a colorless solid (yield: 431 mg, 60%). The reactants are FC=1C=C(OC2=C(C(=O)O)C=CC=N2)C=CC1 (2-(3-Fluoro-phenoxy)-nicotinic acid), NCC1=CC=C(C=C1)C(C)(C)O (2-(4-Aminomethyl-phenyl)-propan-2-ol), O.ON1N=NC2=C1C=CC=C2 (1-hydroxybenzotriazole hydrate), Cl.C(C)N=C=N (3-ethylcarbodiimide hydrochloride). Run in CN(C=O)C (dimethylformamide), O (water). Product: FC=1C=C(OC2=C(C(=O)NCC3=CC=C(C=C3)C(C)(C)O)C=CC=N2)C=CC1 (2-(3-Fluoro-phenoxy)-N-[4-(1-hydroxy-1-methyl-ethyl)-benzyl]-nicotinamide). Yield: 98.3%. RXN SMILES: [F:1][C:2]1[CH:3]=[C:4]([CH:15]=[CH:16][CH:17]=1)[O:5][C:6]1[N:14]=[CH:13][CH:12]=[CH:11][C:7]=1[C:8]([OH:10])=O.[NH2:18][CH2:19][C:20]1[CH:25]=[CH:24][C:23]([C:26]([OH:29])([CH3:28])[CH3:27])=[CH:22][CH:21]=1.O.ON1C2C=CC=CC=2N=N1.Cl.C(N=C=N)C>CN(C)C=O.O>[F:1][C:2]1[CH:3]=[C:4]([CH:15]=[CH:16][CH:17]=1)[O:5][C:6]1[N:14]=[CH:13][CH:12]=[CH:11][C:7]=1[C:8]([NH:18][CH2:19][C:20]1[CH:25]=[CH:24][C:23]([C:26]([OH:29])([CH3:27])[CH3:28])=[CH:22][CH:21]=1)=[O:10] |f:2.3,4.5|. Procedure details: To a stirred solution 2-(3-Fluoro-phenoxy)-nicotinic acid (0.250 g, 1.07 mmole), 2-(4-Aminomethyl-phenyl)-propan-2-ol (0.195 grams, 1.18 mmole) and 1-hydroxybenzotriazole hydrate (0.173 grams, 1.28 mmole) in dry dimethylformamide (15 ml) was added 1-(3-dimethylamino)-propyl)-3-ethylcarbodiimide hydrochloride (0.173 grams, 1.28 mmole) and stirred over night. The mixture was diluted with 300 ml water and extracted with ethyl acetate. The combined organics were washed with water and brine, dried ov...